Task: describe an organic reaction: reactants, conditions, products, and yield. Dataset: the Open Reaction Database (ORD), a public repository of structured organic reaction records Reactants: ClC1=C(C=CC=C1)C1=NC(C=2N(C3=C1C=C(S3)I)C(=NN2)C)C (rac-4-(2-chlorophenyl)-2-iodo-6,9-dimethyl-6H-thieno[3,2-f][1,2,4]triazolo[4,3-a][4,1]-diazepine), C(C#C)N1C=2C=CC=CC2C2=CC=CC=C2C1=O (5-(2-propynyl)-6(5H) phenanthridinone), C(C)O (ethanol). The solvent is C(Cl)Cl (methylene chloride). The product is ClC1=C(C=CC=C1)C1=NC(C=2N(C3=C1C=C(S3)C#CCN3C=1C=CC=CC1C1=CC=CC=C1C3=O)C(=NN2)C)C (Rac-5-{3-[4-(2-Chlorophenyl)-6,9-dimethvl-6H-thieno[3,2-f][1,2,4]triazolo[4,3-a)[4,1]diazepin-2-yl]-2-propynyl]-6(5H)phenanthridinone). As a reaction SMILES: [Cl:1][C:2]1[CH:7]=[CH:6][CH:5]=[CH:4][C:3]=1[C:8]1[C:14]2[CH:15]=[C:16](I)[S:17][C:13]=2[N:12]2[C:19]([CH3:22])=[N:20][N:21]=[C:11]2[CH:10]([CH3:23])[N:9]=1.[CH2:24]([N:27]1[C:40](=[O:41])[C:39]2[C:34](=[CH:35][CH:36]=[CH:37][CH:38]=2)[C:33]2[CH:32]=[CH:31][CH:30]=[CH:29][C:28]1=2)[C:25]#[CH:26].C(O)C>C(Cl)Cl>[Cl:1][C:2]1[CH:7]=[CH:6][CH:5]=[CH:4][C:3]=1[C:8]1[C:14]2[CH:15]=[C:16]([C:26]#[C:25][CH2:24][N:27]3[C:40](=[O:41])[C:39]4[C:34](=[CH:35][CH:36]=[CH:37][CH:38]=4)[C:33]4[CH:32]=[CH:31][CH:30]=[CH:29][C:28]3=4)[S:17][C:13]=2[N:12]2[C:19]([CH3:22])=[N:20][N:21]=[C:11]2[CH:10]([CH3:23])[N:9]=1. Procedure details: This compound was prepared by reacting rac-4-(2-chloro-phenyl)-2-iodo-6,9-dimethyl-6H-thieno-[3,2-f][1,2,4]triazolo[4,3a][4,1]diazepine (from example 108) with 5-(2-propynyl)-6(5H) phenanthridinone under the conditions described in example 37. The product was isolated by chromatography over the 50 -fold amount of silica gel using 5% (v/v) of ethanol in methylene chloride. The product was crystallized from ethanol to give yellowish crystals of the title compound with mp, 182°-186° with foaming. T...